This data is from the Open Reaction Database (ORD), a public repository of structured organic reaction records. The task is: describe an organic reaction: reactants, conditions, products, and yield Starting materials: CC[O-].[Na+] (sodium ethylate), C([O-])([O-])=O.[Na+].[Na+] (sodium carbonate), CC1(C(C(C2=CC=3NC(=NC3C=C12)SCC1=NC=CC(=C1C)[N+](=O)[O-])(C)C)=O)C (5,7-dihydro-5,5,7,7-tetramethyl-2-[[(3-methyl-4-nitro-2-pyridyl)methyl]thio]indeno[5,6-d]imidazol-6(lH)-one). Run in C(C)O (ethanol). Run at time 5 hour. Product: C(C)OC1=C(C(=NC=C1)CSC1=NC2=C(N1)C=C1C(C(C(C1=C2)(C)C)=O)(C)C)C (2-[[(4-ethoxy-3-methyl-2-pyridyl)methyl]thio]5,7-dihydro-5,5,7,7-tetramethylindeno[5,6-d]imidazol-6(lH)-one). RXN SMILES: [CH3:1][CH2:2][O-:3].[Na+].C(=O)([O-])[O-].[Na+].[Na+].[CH3:11][C:12]1([CH3:39])[C:23]2[C:15](=[CH:16][C:17]3[NH:18][C:19]([S:24][CH2:25][C:26]4[C:31]([CH3:32])=[C:30]([N+]([O-])=O)[CH:29]=[CH:28][N:27]=4)=[N:20][C:21]=3[CH:22]=2)[C:14]([CH3:37])([CH3:36])[C:13]1=[O:38]>C(O)C>[CH2:2]([O:3][C:30]1[CH:29]=[CH:28][N:27]=[C:26]([CH2:25][S:24][C:19]2[NH:18][C:17]3[CH:16]=[C:15]4[C:23](=[CH:22][C:21]=3[N:20]=2)[C:12]([CH3:11])([CH3:39])[C:13](=[O:38])[C:14]4([CH3:37])[CH3:36])[C:31]=1[CH3:32])[CH3:1] |f:0.1,2.3.4|. Procedure details: A mixture of 10.5 g of sodium ethylate. 20 g of sodium carbonate and 400 ml of ethanol was stirred at 50° under argon for 30 minutes and then treated with 7 g of 5,7-dihydro-5,5,7,7-tetramethyl-2-[[(3-methyl-4-nitro-2-pyridyl)methyl]thio]indeno[5,6-d]imidazol-6(lH)-one. After stirring at 50° for 5 hours under argon the reaction mixture was concentrated in vacuo. The residue was treated with methylene chloride and buffered by means of glacial acetic acid; the methylene chloride solution was extra... The reactants are CC(=O)O (AcOH), C(=O)C=1N=C2N(N=CC=C2N2CCOCC2)C1C=1C=CC(=NC1)N1CCN(CC1)C(=O)OC(C)(C)C (tert-Butyl 4-(5-(2-formyl-8-morpholinoimidazo[1,2-b]pyridazin-3-yl)pyridin-2-yl)piperazine-1-carboxylate), [BH-](OC(=O)C)(OC(=O)C)OC(=O)C.[Na+] (NaBH(OAc)3), C(=O)(O)[O-].[Na+] (NaHCO3), NC1=NC2=CC=CC=C2C=C1 (2-aminoquinoline), [BH-](OC(=O)C)(OC(=O)C)OC(=O)C.[Na+] (NaBH(OAc)3), [BH-](OC(=O)C)(OC(=O)C)OC(=O)C.[Na+] (NaBH(OAc)3). Solvent: ClCCCl (DCE). Reaction conditions: time 20 hour. The product is O1CCN(CC1)C=1C=2N(N=CC1)C(=C(N2)CNC2=NC1=CC=CC=C1C=C2)C=2C=CC(=NC2)N2CCN(CC2)C(=O)OC(C)(C)C (tert-Butyl 4-(5-(8-morpholino-2-((quinolin-2-ylamino)methyl)imidazo[1,2-b]pyridazin-3-yl)pyridin-2-yl)piperazine-1-carboxylate). Reaction SMILES: [CH:1]([C:3]1[N:4]=[C:5]2[C:10]([N:11]3[CH2:16][CH2:15][O:14][CH2:13][CH2:12]3)=[CH:9][CH:8]=[N:7][N:6]2[C:17]=1[C:18]1[CH:19]=[CH:20][C:21]([N:24]2[CH2:29][CH2:28][N:27]([C:30]([O:32][C:33]([CH3:36])([CH3:35])[CH3:34])=[O:31])[CH2:26][CH2:25]2)=[N:22][CH:23]=1)=O.[NH2:37][C:38]1[CH:47]=[CH:46][C:45]2[C:40](=[CH:41][CH:42]=[CH:43][CH:44]=2)[N:39]=1.CC(O)=O.[BH-](OC(C)=O)(OC(C)=O)OC(C)=O.[Na+].C([O-])(O)=O.[Na+]>ClCCCl>[O:14]1[CH2:15][CH2:16][N:11]([C:10]2[C:5]3[N:6]([C:17]([C:18]4[CH:19]=[CH:20][C:21]([N:24]5[CH2:25][CH2:26][N:27]([C:30]([O:32][C:33]([CH3:34])([CH3:36])[CH3:35])=[O:31])[CH2:28][CH2:29]5)=[N:22][CH:23]=4)=[C:3]([CH2:1][NH:37][C:38]4[CH:47]=[CH:46][C:45]5[C:40](=[CH:41][CH:42]=[CH:43][CH:44]=5)[N:39]=4)[N:4]=3)[N:7]=[CH:8][CH:9]=2)[CH2:12][CH2:13]1 |f:3.4,5.6|. Reported procedure: Crude compound 21b (140 mg, 0.284 mmol) was placed in a 50 mL round bottom flask equipped with a stir bar and then 2-aminoquinoline (49.1 mg, 0.340 mmol) was added. DCE (10 mL) and AcOH (32.5 μL, 0.567 mmol) were added and then NaBH(OAc)3 (180 mg, 0.851 mmol) was added as a solid. The reaction was stirred at rt for 20 h and then additional NaBH(OAc)3 (60.0 mg, 0.283 mmol) was added. After 24 h, more NaBH(OAc)3 (60.0 mg, 0.283 mmol) was added and the reaction was stirred for an additional 20 h. T...